From a dataset of the Open Reaction Database (ORD), a public repository of structured organic reaction records. describe an organic reaction: reactants, conditions, products, and yield Reactants: C(C)(=O)NC1=CC(=C(C=C1Cl)C(CCCCCl)=O)OCC1=CC(=CC(=C1)OC)OC (1-[4-acetylamino-5-chloro-2-(3,5-dimethoxybenzyloxy)phenyl]-5-chloropentan-1-one), N1CCCCC1 (piperidine), NC(=O)NC1CCNCC1 (4-(aminocarbonyl)aminopiperidine). Product: Cl.NC1=CC(=C(C=C1Cl)C(CCCCN1CCC(CC1)NC(=O)N)=O)OCC1=CC(=CC(=C1)OC)OC (1-[4-amino-5-chloro-2-(3,5-dimethoxy-benzyloxy) phenyl]-5-[4-(aminocarbonyl)aminopiperidin-1-yl]pentan-1-one hydrochloride). Reaction SMILES: C([NH:4][C:5]1[C:10]([Cl:11])=[CH:9][C:8]([C:12](=[O:18])[CH2:13][CH2:14][CH2:15][CH2:16]Cl)=[C:7]([O:19][CH2:20][C:21]2[CH:26]=[C:25]([O:27][CH3:28])[CH:24]=[C:23]([O:29][CH3:30])[CH:22]=2)[CH:6]=1)(=O)C.N1CCCCC1.[NH2:37][C:38]([NH:40][CH:41]1[CH2:46][CH2:45][NH:44][CH2:43][CH2:42]1)=[O:39]>>[ClH:11].[NH2:4][C:5]1[C:10]([Cl:11])=[CH:9][C:8]([C:12](=[O:18])[CH2:13][CH2:14][CH2:15][CH2:16][N:44]2[CH2:45][CH2:46][CH:41]([NH:40][C:38]([NH2:37])=[O:39])[CH2:42][CH2:43]2)=[C:7]([O:19][CH2:20][C:21]2[CH:22]=[C:23]([O:29][CH3:30])[CH:24]=[C:25]([O:27][CH3:28])[CH:26]=2)[CH:6]=1 |f:3.4|. Procedure: Proceeding as in Example 4, Step (c), but replacing 1-(4-acetylamino-5-chloro-2-methoxyphenyl)-5-chloropentan-1-one with 1-[4-acetylamino-5-chloro-2-(3,5-dimethoxybenzyloxy)phenyl]-5-chloropentan-1-one and piperidine with 4-(aminocarbonyl)aminopiperidine, gave 1-[4-amino-5-chloro-2-(3,5-dimethoxy-benzyloxy) phenyl]-5-[4-(aminocarbonyl)aminopiperidin-1-yl]pentan-1-one hydrochloride, m.p. 220°-224° C.